Dataset: the Open Reaction Database (ORD), a public repository of structured organic reaction records. Task: describe an organic reaction: reactants, conditions, products, and yield Reactants: CC(C)(C)[Si](O[C@H]1CC(N(C1)CC#CCN1CCCC1)=O)(C)C ((S)-4-[[(1,1-dimethylethyl)dimethylsilyl]oxy]-1-[4-(1-pyrrolidinyl)-2-butynyl]-2-pyrrolidinone), Cl (hydrochloric acid), [OH-].[K+] (potassium hydroxide). Conditions: time 1 hour. Yields the product O[C@H]1CC(N(C1)CC#CCN1CCCC1)=O ((S)-4-Hydroxy-1-[4-(1-pyrrolidinyl)2-butynyl]-2-pyrrolidinone). The yield is 8.4%. Reaction SMILES: CC([Si](C)(C)[O:6][C@@H:7]1[CH2:11][N:10]([CH2:12][C:13]#[C:14][CH2:15][N:16]2[CH2:20][CH2:19][CH2:18][CH2:17]2)[C:9](=[O:21])[CH2:8]1)(C)C.Cl.[OH-].[K+]>>[OH:6][C@@H:7]1[CH2:11][N:10]([CH2:12][C:13]#[C:14][CH2:15][N:16]2[CH2:20][CH2:19][CH2:18][CH2:17]2)[C:9](=[O:21])[CH2:8]1 |f:2.3|. Procedure: A mixture of 7.2 g of (S)-4-[[(1,1-dimethylethyl)dimethylsilyl]oxy]-1-[4-(1-pyrrolidinyl)-2-butynyl]-2-pyrrolidinone and 75 ml of 1N methanolic hydrochloric acid was stirred for 1 hour, then cooled to 0° C. and basified to pH 8 with methanolic potassium hydroxide. The mixture was filtered and the filtrate evaporated. The residue was reevaporated from dichloromethane. The residual oil was purified by chromatography (alumina), giving 0.4 g of the desired product as a yellow oil, [α]D26 =-12° (dich... Starting materials: CN(C1=CC=C(C=O)C=C1)C (p-dimethylaminobenzaldehyde), [OH-].[Na+] (sodium hydroxide), C1CCC2=CC(=CC=C12)C(C)=O (1-(2,3-dihydro-1H-inden-5-yl)-ethanone). The solvent is CO (methanol). The product is CN(C1=CC=C(C=C1)C=CC(=O)C=1C=C2CCCC2=CC1)C (3-[4-(Dimethylamino)phenyl]-1-(2,3-dihydro-1H-inden 5-yl)-2-propen-1-one). Reaction SMILES: [CH2:1]1[C:9]2[C:4](=[CH:5][C:6]([C:10](=[O:12])[CH3:11])=[CH:7][CH:8]=2)[CH2:3][CH2:2]1.[CH3:13][N:14]([CH3:23])[C:15]1[CH:22]=[CH:21][C:18]([CH:19]=O)=[CH:17][CH:16]=1.[OH-].[Na+]>CO>[CH3:13][N:14]([CH3:23])[C:15]1[CH:22]=[CH:21][C:18]([CH:19]=[CH:11][C:10]([C:6]2[CH:5]=[C:4]3[C:9](=[CH:8][CH:7]=2)[CH2:1][CH2:2][CH2:3]3)=[O:12])=[CH:17][CH:16]=1 |f:2.3|. Procedure details: A solution of 4.8 g of 1-(2,3-dihydro-1H-inden-5-yl)ethanone 5; 30 mmoles), 4.5 g of p-dimethylaminobenzaldehyde (30 mmoles), and 1.32 g of sodium hydroxide in 40 ml of methanol was stirred under nitrogen at room temperature for 48 hr. The reaction mixture was cooled in an ice bath and the precipitated solid 3-[4-(dimethylamino)phenyl]-1-(2,3-dihydro-1H-inden-5-yl)-2-propen-1-one was collected by filtration and washed with cold methanol. Yield: 4.2 g (48%); m.p. 106° to 108°. λmax (EtOH): 416 nm... Reactants: CC(=O)O[BH-](OC(C)=O)OC(C)=O, O=C1CNC(=O)C(Cc2cccc(NCc3ccccc3)c2)N1, C=O, CC(=O)O, CN(C)C=O, ClCCCl, [Na+]. The product is CN(Cc1ccccc1)c1cccc(CC2NC(=O)CNC2=O)c1. As a reaction SMILES: [C:26]([O:27][BH-:28]([O:29][C:30](=[O:31])[CH3:32])[O:33][C:34](=[O:35])[CH3:36])(=[O:37])[CH3:38].[CH2:1]([c:2]1[cH:3][cH:4][cH:5][cH:6][cH:7]1)[NH:8][c:9]1[cH:10][c:11]([CH2:12][CH:13]2[NH:14][C:15](=[O:20])[CH2:16][NH:17][C:18]2=[O:19])[cH:21][cH:22][cH:23]1.[CH2:24]=[O:25].[CH3:40][C:41](=[O:42])[OH:43].[CH3:48][N:49]([CH3:50])[CH:51]=[O:52].[Cl:44][CH2:45][CH2:46][Cl:47].[Na+:39]>>[CH2:1]([c:2]1[cH:3][cH:4][cH:5][cH:6][cH:7]1)[N:8]([c:9]1[cH:10][c:11]([CH2:12][CH:13]2[NH:14][C:15](=[O:20])[CH2:16][NH:17][C:18]2=[O:19])[cH:21][cH:22][cH:23]1)[CH3:26]. Starting materials: COc1ccccc1, Clc1ccccc1, O=S(=O)([O-])C(F)(F)F, O=S(=O)([O-])C(F)(F)F, O=S(=O)([O-])C(F)(F)F, O, [Yb+3], Cc1ccc(C(=O)O)cc1. Yields the product COc1ccc(C(=O)c2ccc(C)cc2)cc1. As a reaction SMILES: [CH3:1][O:2][c:3]1[cH:4][cH:5][cH:6][cH:7][cH:8]1.[Cl:45][c:46]1[cH:47][cH:48][cH:49][cH:50][cH:51]1.[F:20][C:21]([F:22])([F:23])[S:24]([O-:25])(=[O:26])=[O:27].[F:29][C:30]([F:31])([F:32])[S:33]([O-:34])(=[O:35])=[O:36].[F:37][C:38]([F:39])([F:40])[S:41]([O-:42])(=[O:43])=[O:44].[OH2:19].[Yb+3:28].[c:9]1([CH3:18])[cH:10][cH:11][c:12]([C:15](=[O:16])[OH:17])[cH:13][cH:14]1>>[CH3:1][O:2][c:3]1[cH:4][cH:5][c:6]([C:15]([c:12]2[cH:11][cH:10][c:9]([CH3:18])[cH:14][cH:13]2)=[O:16])[cH:7][cH:8]1. Reactants: CO, C[O-], Cc1cc(Cl)n2ncnc2n1, [Na+]. Product: COc1cc(C)nc2ncnn12. Reaction SMILES: [CH3:15][OH:16].[CH3:1][O-:2].[Cl:4][c:5]1[cH:6][c:7]([CH3:14])[n:8][c:9]2[n:10]1[n:11][cH:12][n:13]2.[Na+:3]>>[CH3:1][O:2][c:5]1[cH:6][c:7]([CH3:14])[n:8][c:9]2[n:10]1[n:11][cH:12][n:13]2. The reactants are NC=1C(=C(C=CC1)C(=O)N1CCN(CC1)C)OC ((3-Amino-2-methoxy-phenyl)-(4-methyl-piperazin-1-yl)-methanone), CS(=O)(=O)N(C1=C(C=CC=C1)C1=CC=C2C=NC(=NN21)OS(=O)(=O)C(F)(F)F)C (Trifluoro-methanesulfonic acid 7-[2-(methanesulfonyl-methyl-amino)-phenyl]-pyrrolo[2,1-f][1,2,4]triazin-2-yl ester), C(C)(C)N(C(C)C)CC (N,N-Diisopropylethylamine), COCC(C)O (1-Methoxy-2-propanol). Run at temperature 120 celsius. Product: COC1=C(C=CC=C1C(=O)N1CCN(CC1)C)NC1=NN2C(C=N1)=CC=C2C2=C(C=CC=C2)N(S(=O)(=O)C)C (N-(2-{2-[2-Methoxy-3-(4-methyl-piperazine-1-carbonyl)-phenylamino]-pyrrolo[2,1-f][1,2,4]triazin-7-yl}-phenyl)-N-methyl-methanesulfonamide), solid. Isolated yield 32.0%. Reaction SMILES: [NH2:1][C:2]1[C:3]([O:17][CH3:18])=[C:4]([C:8]([N:10]2[CH2:15][CH2:14][N:13]([CH3:16])[CH2:12][CH2:11]2)=[O:9])[CH:5]=[CH:6][CH:7]=1.[CH3:19][S:20]([N:23]([CH3:47])[C:24]1[CH:29]=[CH:28][CH:27]=[CH:26][C:25]=1[C:30]1[N:38]2[C:33]([CH:34]=[N:35][C:36](OS(C(F)(F)F)(=O)=O)=[N:37]2)=[CH:32][CH:31]=1)(=[O:22])=[O:21].C(N(CC)C(C)C)(C)C.COCC(O)C>>[CH3:18][O:17][C:3]1[C:4]([C:8]([N:10]2[CH2:11][CH2:12][N:13]([CH3:16])[CH2:14][CH2:15]2)=[O:9])=[CH:5][CH:6]=[CH:7][C:2]=1[NH:1][C:36]1[N:35]=[CH:34][C:33]2=[CH:32][CH:31]=[C:30]([C:25]3[CH:26]=[CH:27][CH:28]=[CH:29][C:24]=3[N:23]([CH3:47])[S:20]([CH3:19])(=[O:22])=[O:21])[N:38]2[N:37]=1. Procedure details: Into a 8-dram vial, (3-Amino-2-methoxy-phenyl)-(4-methyl-piperazin-1-yl)-methanone (107 mg, 0.430 mmol), Trifluoro-methanesulfonic acid 7-[2-(methanesulfonyl-methyl-amino)-phenyl]-pyrrolo[2,1-f][1,2,4]triazin-2-yl ester (88.0 mg, 0.195 mmol), N,N-Diisopropylethylamine (0.0749 mL, 0.430 mmol), and 1-Methoxy-2-propanol (0.70 mL, 7.2 mmol) were added. The reaction mixture was heated at 120° C. for 6 hours. The solvent was removed under vacuum. The reaction mixture was purified via HPLC reverse phas...